This data is from the Open Reaction Database (ORD), a public repository of structured organic reaction records. The task is: describe an organic reaction: reactants, conditions, products, and yield RXN SMILES: Cl.[F:2][C:3]1[CH:4]=[C:5]2[C:9](=[CH:10][CH:11]=1)[NH:8][CH:7]=[C:6]2[CH2:12][C:13]([OH:15])=O.[NH2:16][C@@H:17]([CH2:35][O:36][CH2:37][C:38]1[CH:43]=[CH:42][CH:41]=[CH:40][CH:39]=1)[C:18]([NH:20][C:21]1[CH:26]=[CH:25][C:24]([O:27][C:28]2[CH:33]=[CH:32][C:31]([F:34])=[CH:30][CH:29]=2)=[CH:23][CH:22]=1)=[O:19]>>[CH2:37]([O:36][CH2:35][C@H:17]([NH:16][C:13](=[O:15])[CH2:12][C:6]1[C:5]2[C:9](=[CH:10][CH:11]=[C:3]([F:2])[CH:4]=2)[NH:8][CH:7]=1)[C:18]([NH:20][C:21]1[CH:26]=[CH:25][C:24]([O:27][C:28]2[CH:33]=[CH:32][C:31]([F:34])=[CH:30][CH:29]=2)=[CH:23][CH:22]=1)=[O:19])[C:38]1[CH:43]=[CH:42][CH:41]=[CH:40][CH:39]=1 |f:0.1|. Yield: 70.0%. Procedure: Proceeding as in Example 1, but substituting 2-(5-fluoro-1H-indol-3-yl)acetic acid hydrochloride and (S)-2-amino-3-(benzyloxy)-N-(4-(4-fluorophenoxy)phenyl)propanamide, gave Compound 212, (S)-3-(benzyloxy)-2-(2-(5-fluoro-1H-indol-3-yl)acetamido)-N-(4-(4-fluorophenoxy)phenyl)propanamide (78 mg, 70%). 1H-NMR (400 MHz, DMSO-D6): σ 10.98 (s, 1H), 10.17 (s, 1H), 8.37 (d, 1H), 7.63-7.57 (m, 2H), 7.39-7.16 (m, 9H), 7.05-6.95 (m, 4H), 6.93-6.86 (m, 1H), 4.75-4.67 (m, 1H), 4.50 (s, 2H), 3.70-3.53 (m, 4H)... Starting materials: Cl.FC=1C=C2C(=CNC2=CC1)CC(=O)O (2-(5-fluoro-1H-indol-3-yl)acetic acid hydrochloride), N[C@H](C(=O)NC1=CC=C(C=C1)OC1=CC=C(C=C1)F)COCC1=CC=CC=C1 ((S)-2-amino-3-(benzyloxy)-N-(4-(4-fluorophenoxy)phenyl)propanamide). The product is Compound 212, C(C1=CC=CC=C1)OC[C@@H](C(=O)NC1=CC=C(C=C1)OC1=CC=C(C=C1)F)NC(CC1=CNC2=CC=C(C=C12)F)=O ((S)-3-(benzyloxy)-2-(2-(5-fluoro-1H-indol-3-yl)acetamido)-N-(4-(4-fluorophenoxy)phenyl)propanamide). Procedure: The title compound was synthesized in analogy to 4-cyclopropyl benzaldehyde (described in example S53) using 1-bromo-4-(1-methoxycyclopropyl)-benzene (250 mg, 1.10 mmol), n-BuLi (722 μl, 1.6M solution in hexane, 1.16 mmol) and DMF (171 μl, 2.20 mmol). The isolated residue was purified by flash column chromatography (1:9 ether:pentane) to give 4-(1-methoxycyclopropyl)-benzaldehyde (90 mg, 58%) as a colorless oil. 1H NMR (CDCl3, 300 MHz): δ 10.0 (s, 1H), 7.79 (d, J=8.5 Hz, 2H), 7.37 (d, J=8.5 Hz, ... Starting materials: C1(CC1)C1=CC=C(C=O)C=C1 (4-cyclopropyl benzaldehyde), CN(C)C=O (DMF), BrC1=CC=C(C=C1)C1(CC1)OC (1-bromo-4-(1-methoxycyclopropyl)-benzene), [Li]CCCC (n-BuLi). Product: COC1(CC1)C1=CC=C(C=O)C=C1 (4-(1-methoxycyclopropyl)-benzaldehyde). As a reaction SMILES: [CH:1]1([C:4]2[CH:11]=[CH:10][C:7]([CH:8]=[O:9])=[CH:6][CH:5]=2)[CH2:3][CH2:2]1.BrC1C=CC([C:19]2([O:22]C)CC2)=CC=1.[Li]CCCC.CN(C=O)C>>[CH3:19][O:22][C:1]1([C:4]2[CH:5]=[CH:6][C:7]([CH:8]=[O:9])=[CH:10][CH:11]=2)[CH2:2][CH2:3]1. The yield is 58.0%. The reactants are Nc1c(Br)cccc1Br, O=C1CCNC(=O)C1. Yields the product O=C1C=C(Nc2c(Br)cccc2Br)CCN1. RXN SMILES: [Br:1][c:2]1[c:3]([NH2:4])[c:5]([Br:9])[cH:6][cH:7][cH:8]1.[O:10]=[C:11]1[NH:12][CH2:13][CH2:14][C:15](=[O:17])[CH2:16]1>>[Br:1][c:2]1[c:3]([NH:4][C:15]2=[CH:16][C:11](=[O:10])[NH:12][CH2:13][CH2:14]2)[c:5]([Br:9])[cH:6][cH:7][cH:8]1. Starting materials: C(C)(C)C=1C=CC(=C(C1)C1=C(C=C(C=C1)C(F)(F)F)CN(C1=NC=C(C=N1)N1CCOCC1)CC=1C=C(OCCCC(=O)OCC)C=C(C1)C(F)(F)F)OC (Ethyl 4-(3-{[(5′-isopropyl-2′-methoxy-4-trifluoromethyl-biphenyl-2-ylmethyl)-(5-morpholin-4-yl-pyrimidin-2-yl)-amino]-methyl}-5-trifluoromethyl-phenoxy)butyrate), [OH-].[Na+] (sodium hydroxide). Run in C(C)O (ethanol), O1CCCC1 (tetrahydrofuran). Run at time 1 hour. Yields the product C(C)(C)C=1C=CC(=C(C1)C1=C(C=C(C=C1)C(F)(F)F)CN(C1=NC=C(C=N1)N1CCOCC1)CC=1C=C(OCCCC(=O)O)C=C(C1)C(F)(F)F)OC (4-(3-{[(5′-isopropyl-2′-methoxy-4-trifluoromethyl-biphenyl-2-ylmethyl)-(5-morpholin-4-yl-pyrimidin-2-yl)-amino]-methyl}-5-trifluoromethyl-phenoxy)butyric acid). The yield is 83.7%. Reaction SMILES: [CH:1]([C:4]1[CH:5]=[CH:6][C:7]([O:54][CH3:55])=[C:8]([C:10]2[CH:15]=[CH:14][C:13]([C:16]([F:19])([F:18])[F:17])=[CH:12][C:11]=2[CH2:20][N:21]([CH2:34][C:35]2[CH:36]=[C:37]([CH:47]=[C:48]([C:50]([F:53])([F:52])[F:51])[CH:49]=2)[O:38][CH2:39][CH2:40][CH2:41][C:42]([O:44]CC)=[O:43])[C:22]2[N:27]=[CH:26][C:25]([N:28]3[CH2:33][CH2:32][O:31][CH2:30][CH2:29]3)=[CH:24][N:23]=2)[CH:9]=1)([CH3:3])[CH3:2].[OH-].[Na+]>C(O)C.O1CCCC1>[CH:1]([C:4]1[CH:5]=[CH:6][C:7]([O:54][CH3:55])=[C:8]([C:10]2[CH:15]=[CH:14][C:13]([C:16]([F:19])([F:18])[F:17])=[CH:12][C:11]=2[CH2:20][N:21]([CH2:34][C:35]2[CH:36]=[C:37]([CH:47]=[C:48]([C:50]([F:53])([F:51])[F:52])[CH:49]=2)[O:38][CH2:39][CH2:40][CH2:41][C:42]([OH:44])=[O:43])[C:22]2[N:27]=[CH:26][C:25]([N:28]3[CH2:29][CH2:30][O:31][CH2:32][CH2:33]3)=[CH:24][N:23]=2)[CH:9]=1)([CH3:3])[CH3:2] |f:1.2|. Procedure details: Ethyl 4-(3-{[(5′-isopropyl-2′-methoxy-4-trifluoromethyl-biphenyl-2-ylmethyl)-(5-morpholin-4-yl-pyrimidin-2-yl)-amino]-methyl}-5-trifluoromethyl-phenoxy)butyrate (88 mg) is dissolved in a mixed solvent of ethanol (1 ml) and tetrahydrofuran (1 ml) and thereto is added a 1M-aqueous sodium hydroxide solution (1 ml), and the mixture is stirred at room temperature for 1 hour. The reaction mixture is made acidic with 10% aqueous citric, and the mixture is extracted with ethyl acetate. The organic layer... The reactants are FCCBr, O=C([O-])[O-], [I-], [K+], [K+], COc1cc(-c2nn(C3CCNCC3)c3ncnc(N)c23)ccc1NC(=O)c1cc2ccccc2n1C, [Na+], CN(C)C=O. The product is COc1cc(-c2nn(C3CCN(CCF)CC3)c3ncnc(N)c23)ccc1NC(=O)c1cc2ccccc2n1C. As a reaction SMILES: [Br:38][CH2:39][CH2:40][F:41].[C:42](=[O:43])([O-:44])[O-:45].[I-:49].[K+:46].[K+:47].[NH2:1][c:2]1[c:3]2[c:4]([n:5][cH:6][n:7]1)[n:8]([CH:32]1[CH2:33][CH2:34][NH:35][CH2:36][CH2:37]1)[n:9][c:10]2-[c:11]1[cH:12][c:13]([O:30][CH3:31])[c:14]([NH:17][C:18](=[O:19])[c:20]2[n:21]([CH3:29])[c:22]3[cH:23][cH:24][cH:25][cH:26][c:27]3[cH:28]2)[cH:15][cH:16]1.[Na+:48].[O:50]=[CH:51][N:52]([CH3:53])[CH3:54]>>[NH2:1][c:2]1[c:3]2[c:4]([n:5][cH:6][n:7]1)[n:8]([CH:32]1[CH2:33][CH2:34][N:35]([CH2:39][CH2:40][F:41])[CH2:36][CH2:37]1)[n:9][c:10]2-[c:11]1[cH:12][c:13]([O:30][CH3:31])[c:14]([NH:17][C:18](=[O:19])[c:20]2[n:21]([CH3:29])[c:22]3[cH:23][cH:24][cH:25][cH:26][c:27]3[cH:28]2)[cH:15][cH:16]1. Starting materials: BrCC(=O)Br (bromoacetyl bromide), Cl.Cl.NC=1C(=NC(=CC1C(F)(F)F)C)C (3-Amino-2,6-dimethyl-4-trifluoromethylpyridine dihydrochloride), CN(C1=CC=CC=C1)C (N,N-dimethylaniline), N (ammonia). Solvent: ClCCl (dichloromethane), CO (methanol). Yields the product BrCC(=O)NC=1C(=NC(=CC1C(F)(F)F)C)C (2-bromo-N-(2,6-dimethyl-4-trifluoromethyl-3-pyridyl)acetamide). The yield is 95.8%. RXN SMILES: Cl.Cl.[NH2:3][C:4]1[C:5]([CH3:15])=[N:6][C:7]([CH3:14])=[CH:8][C:9]=1[C:10]([F:13])([F:12])[F:11].N.CN(C)C1C=CC=CC=1.[Br:26][CH2:27][C:28](Br)=[O:29]>CO.ClCCl>[Br:26][CH2:27][C:28]([NH:3][C:4]1[C:5]([CH3:15])=[N:6][C:7]([CH3:14])=[CH:8][C:9]=1[C:10]([F:13])([F:11])[F:12])=[O:29] |f:0.1.2|. Reported procedure: 3-Amino-2,6-dimethyl-4-trifluoromethylpyridine dihydrochloride (15.60 g, 59.30 mmol) was dissolved in methanol (100 mL). In an ice bath, an ammonia-saturated methanol solution (300 mL) was added, and the mixture was rendered uniform. The reaction mixture was extracted from chloroform-water. The organic layer was washed with brine, dried over anhydrous sodium sulfate, and concentrated under reduced pressure. The residue was dissolved in dichloromethane (200 mL), and subsequent to the addition of ... The reactants are S1C(=CC=C1)CC(=O)O (thiophene-2-acetic acid), COC=1C=C(C(=O)Cl)C=C(C1OC)OC (3,4,5-trimethoxybenzoyl-chloride). Product: COC=1C=C(C(=O)C2=CC=C(S2)CC(=O)O)C=C(C1OC)OC (5-(3',4',5'-trimethoxybenzoyl)-thiophene-2-acetic acid). RXN SMILES: [S:1]1[CH:5]=[CH:4][CH:3]=[C:2]1[CH2:6][C:7]([OH:9])=[O:8].[CH3:10][O:11][C:12]1[CH:13]=[C:14]([CH:18]=[C:19]([O:23][CH3:24])[C:20]=1[O:21][CH3:22])[C:15](Cl)=[O:16]>>[CH3:24][O:23][C:19]1[CH:18]=[C:14]([CH:13]=[C:12]([O:11][CH3:10])[C:20]=1[O:21][CH3:22])[C:15]([C:5]1[S:1][C:2]([CH2:6][C:7]([OH:9])=[O:8])=[CH:3][CH:4]=1)=[O:16]. Reported procedure: Using the procedure of Example 1, thiophene-2-acetic acid and 3,4,5-trimethoxybenzoyl-chloride were reacted to obtain 5-(3',4',5'-trimethoxybenzoyl)-thiophene-2-acetic acid melting at 124° C. Reaction SMILES: [Br:1][CH2:2][CH:3]1[CH2:4][O:5][c:6]2[c:7]([cH:9][cH:10][cH:11][cH:12]2)[O:8]1.[BrH:13].[C:31](=[O:32])([O-:33])[O-:34].[CH:39]([C:40]([CH3:41])=[O:42])([CH3:43])[CH3:44].[Cl:14][c:15]1[cH:16][cH:17][c:18]([N+:28](=[O:29])[O-:30])[c:19]([NH:20][CH:21]2[CH2:22][CH2:23][NH:24][CH2:25][CH2:26]2)[cH:27]1.[I-:38].[K+:35].[K+:36].[K+:37].[OH2:45]>>[CH2:2]([CH:3]1[CH2:4][O:5][c:6]2[c:7]([cH:9][cH:10][cH:11][cH:12]2)[O:8]1)[N:24]1[CH2:23][CH2:22][CH:21]([NH:20][c:19]2[c:18]([N+:28](=[O:29])[O-:30])[cH:17][cH:16][c:15]([Cl:14])[cH:27]2)[CH2:26][CH2:25]1. The product is O=[N+]([O-])c1ccc(Cl)cc1NC1CCN(CC2COc3ccccc3O2)CC1. The reactants are BrCC1COc2ccccc2O1, Br, O=C([O-])[O-], CC(=O)C(C)C, O=[N+]([O-])c1ccc(Cl)cc1NC1CCNCC1, [I-], [K+], [K+], [K+], O. Starting materials: ClCCl, O=C(O)C=Cc1cccc(Cl)c1, ClC(Cl)Cl, N, O=S(Cl)Cl. The product is NC(=O)C=Cc1cccc(Cl)c1. Reaction SMILES: [Cl:18][CH2:19][Cl:20].[Cl:1][c:2]1[cH:3][c:4]([CH:8]=[CH:9][C:10](=[O:11])[OH:12])[cH:5][cH:6][cH:7]1.[Cl:21][CH:22]([Cl:23])[Cl:24].[NH3:13].[S:14]([Cl:15])([Cl:16])=[O:17]>>[Cl:1][c:2]1[cH:3][c:4]([CH:8]=[CH:9][C:10](=[O:12])[NH2:13])[cH:5][cH:6][cH:7]1.